The task is: describe an organic reaction: reactants, conditions, products, and yield. This data is from the Open Reaction Database (ORD), a public repository of structured organic reaction records. Starting materials: ClC1=CC(=C(C#N)C=C1)C1=CC(=NC=C1OCC)OC (4-chloro-2-(5-ethoxy-2-methoxypyridin-4-yl)benzonitrile), Br.[NH+]1=CC=CC=C1 (pyridinium hydrobromide). The product is ClC1=CC(=C(C#N)C=C1)C1=CC(NC=C1OCC)=O (4-Chloro-2-(5-ethoxy-2-oxo-1,2-dihydropyridin-4-yl)benzonitrile). Reaction SMILES: [Cl:1][C:2]1[CH:9]=[CH:8][C:5]([C:6]#[N:7])=[C:4]([C:10]2[C:15]([O:16][CH2:17][CH3:18])=[CH:14][N:13]=[C:12]([O:19]C)[CH:11]=2)[CH:3]=1.Br.[NH+]1C=CC=CC=1>>[Cl:1][C:2]1[CH:9]=[CH:8][C:5]([C:6]#[N:7])=[C:4]([C:10]2[C:15]([O:16][CH2:17][CH3:18])=[CH:14][NH:13][C:12](=[O:19])[CH:11]=2)[CH:3]=1 |f:1.2|. Procedure details: 135 mg (0.44 mmol) of 4-chloro-2-(5-ethoxy-2-methoxypyridin-4-yl)benzonitrile and pyridinium hydrobromide were reacted according to General Method 3A. Yield: 134 mg (purity 76%, 83% of theory) Reactants: COC=1C=C(COC2=NN(C=C2C=O)C2=CC=CC=C2)C=CC1OCC=1N=C(OC1C)C1=CC=CC=C1 (3-{[3-methoxy-4-(5-methyl-2-phenyl-1,3-oxazol-4-ylmethoxy)benzyl]oxy}-1-phenyl-1H-pyrazole-4-carbaldehyde), C(C)OP(=O)(OCC)CC(=O)OCC (ethyl diethylphosphonoacetate), CN(C=O)C (N,N-dimethylformamide), [H-].[Na+] (sodium hydride). The solvent is O (water). Run at time 8 hour. Product: COC=1C=C(COC2=NN(C=C2/C=C/C(=O)OCC)C2=CC=CC=C2)C=CC1OCC=1N=C(OC1C)C1=CC=CC=C1 (ethyl (E)-3-(3-{[3-methoxy-4-(5-methyl-2-phenyl-1,3-oxazol-4-ylmethoxy)benzyl]oxy}-1-phenyl-1H-pyrazol-4-yl)-2-propenoate). The yield is 94.6%. RXN SMILES: [CH3:1][O:2][C:3]1[CH:4]=[C:5]([CH:21]=[CH:22][C:23]=1[O:24][CH2:25][C:26]1[N:27]=[C:28]([C:32]2[CH:37]=[CH:36][CH:35]=[CH:34][CH:33]=2)[O:29][C:30]=1[CH3:31])[CH2:6][O:7][C:8]1[C:12]([CH:13]=O)=[CH:11][N:10]([C:15]2[CH:20]=[CH:19][CH:18]=[CH:17][CH:16]=2)[N:9]=1.C(OP([CH2:46][C:47]([O:49][CH2:50][CH3:51])=[O:48])(OCC)=O)C.CN(C)C=O.[H-].[Na+]>O>[CH3:1][O:2][C:3]1[CH:4]=[C:5]([CH:21]=[CH:22][C:23]=1[O:24][CH2:25][C:26]1[N:27]=[C:28]([C:32]2[CH:37]=[CH:36][CH:35]=[CH:34][CH:33]=2)[O:29][C:30]=1[CH3:31])[CH2:6][O:7][C:8]1[C:12](/[CH:13]=[CH:46]/[C:47]([O:49][CH2:50][CH3:51])=[O:48])=[CH:11][N:10]([C:15]2[CH:16]=[CH:17][CH:18]=[CH:19][CH:20]=2)[N:9]=1 |f:3.4|. Procedure: To a mixture of 3-{[3-methoxy-4-(5-methyl-2-phenyl-1,3-oxazol-4-ylmethoxy)benzyl]oxy}-1-phenyl-1H-pyrazole-4-carbaldehyde (1.00 g), ethyl diethylphosphonoacetate (0.50 g) and N,N-dimethylformamide (15 mL) was added sodium hydride (60% in oil, 100 mg) at 0° C., and the mixture was stirred overnight at room temperature. The reaction mixture was poured into water and the mixture was extracted with ethyl acetate. The ethyl acetate layer was washed successively with dilute hydrochloric acid and satur... Procedure: 2-Fluoro-5-(3-phenyl)propoxybenzyl cis-2,6-dimethylpiperazine-1-carboxylate was prepared from 2-fluoro-5-hydroxybenzyl alcohol, 3-phenylpropyl bromide and 1-chlorocarbonyl-cis-2,6-dimethyl-4-tert-butoxycarbonylpiperazine according to the methods described for Examples 54 and 121 to give the product as a yellow oil (2.3%); HPLC (XTERRA, 50/80, 220 nm) 91.1% (6.29 min); NMR δH (400 MHz, DMSO-d6) 7.32–7.10 (6H, m), 6.95 (1H, q, J 3 Hz), 6.91 (1H, dt, J 9, 4 Hz), 5.08 (2H, s), 3.93 (2H, t, J 6.5 Hz)... Product: C[C@@H]1N([C@@H](CNC1)C)C(=O)OCC1=C(C=CC(=C1)OCCCC1=CC=CC=C1)F (2-Fluoro-5-(3-phenyl)propoxybenzyl cis-2,6-dimethylpiperazine-1-carboxylate), product. Reactants: FC1=C(CO)C=C(C=C1)O (2-fluoro-5-hydroxybenzyl alcohol), C1(=CC=CC=C1)CCCBr (3-phenylpropyl bromide), ClC(=O)N1[C@H](CN(C[C@H]1C)C(=O)OC(C)(C)C)C (1-chlorocarbonyl-cis-2,6-dimethyl-4-tert-butoxycarbonylpiperazine). As a reaction SMILES: [F:1][C:2]1[CH:9]=[CH:8][C:7]([OH:10])=[CH:6][C:3]=1[CH2:4][OH:5].[C:11]1([CH2:17][CH2:18][CH2:19]Br)[CH:16]=[CH:15][CH:14]=[CH:13][CH:12]=1.Cl[C:22]([N:24]1[C@H:29]([CH3:30])[CH2:28][N:27](C(OC(C)(C)C)=O)[CH2:26][C@@H:25]1[CH3:38])=[O:23]>>[CH3:38][C@H:25]1[CH2:26][NH:27][CH2:28][C@@H:29]([CH3:30])[N:24]1[C:22]([O:5][CH2:4][C:3]1[CH:6]=[C:7]([O:10][CH2:19][CH2:18][CH2:17][C:11]2[CH:16]=[CH:15][CH:14]=[CH:13][CH:12]=2)[CH:8]=[CH:9][C:2]=1[F:1])=[O:23]. Isolated yield 2.3%. The reactants are N[C@H]1[C@H]([C@@H](O[C@@H]1C(=O)O)N1C2=NC=NC(=C2N=C1)NC(C1=CC=CC=C1)=O)O (3-amino-1-(6-benzoylamino-9H-purin-9-yl)-1,3-dideoxy-β-D-ribofuranuronic acid), N-hydroxysuccinimide ester, C(C1=CC=CC=C1)OC(=O)N[C@H](CC1=CC=CC=C1)C(=O)O (N-benzyloxycarbonyl-D-phenylalanine). Yields the product C(C1=CC=CC=C1)(=O)NC1=C2N=CN(C2=NC=N1)[C@H]1[C@H](O)[C@@H]([C@H](O1)C(=O)O)NC([C@H](NC(=O)OCC1=CC=CC=C1)CC1=CC=CC=C1)=O (1-(6-Benzoylamino-9H-purin-9-yl)-1,3-dideoxy-3-(N-benzyloxycarbonyl-D-phenylalanylamino)-β-D-ribofuranuronic acid). Procedure details: 1-(6-Benzoylamino-9H-purin-9-yl)-1,3-dideoxy-3-(N-benzyloxycarbonyl-D-phenylalanylamino)-β-D-ribofuranuronic acid (405 mg) was prepared by reacting 1-(6-benzoylamino-9H-purin-9-yl)-1,3-dideoxy-3-amino-β-D-ribofuranuronic acid (384 mg) prepared in Example 1 with N-hydroxysuccinimide ester of N-benzyloxycarbonyl-D-phenylalanine (543 mg) according to a similar manner to that of Example 5, mp. 206°-210° C. (dec.). Reaction SMILES: [NH2:1][C@@H:2]1[C@@H:6]([C:7]([OH:9])=[O:8])[O:5][C@@H:4]([N:10]2[CH:18]=[N:17][C:16]3[C:11]2=[N:12][CH:13]=[N:14][C:15]=3[NH:19][C:20](=[O:27])[C:21]2[CH:26]=[CH:25][CH:24]=[CH:23][CH:22]=2)[C@@H:3]1[OH:28].[CH2:29]([O:36][C:37]([NH:39][C@@H:40]([C:48](O)=[O:49])[CH2:41][C:42]1[CH:47]=[CH:46][CH:45]=[CH:44][CH:43]=1)=[O:38])[C:30]1[CH:35]=[CH:34][CH:33]=[CH:32][CH:31]=1>>[C:20]([NH:19][C:15]1[N:14]=[CH:13][N:12]=[C:11]2[C:16]=1[N:17]=[CH:18][N:10]2[C@@H:4]1[O:5][C@H:6]([C:7]([OH:9])=[O:8])[C@@H:2]([NH:1][C:48](=[O:49])[C@@H:40]([CH2:41][C:42]2[CH:43]=[CH:44][CH:45]=[CH:46][CH:47]=2)[NH:39][C:37]([O:36][CH2:29][C:30]2[CH:35]=[CH:34][CH:33]=[CH:32][CH:31]=2)=[O:38])[C@H:3]1[OH:28])(=[O:27])[C:21]1[CH:26]=[CH:25][CH:24]=[CH:23][CH:22]=1. Yield: 60.9%.